Dataset: the Open Reaction Database (ORD), a public repository of structured organic reaction records. Task: describe an organic reaction: reactants, conditions, products, and yield Reactants: COC(=O)C=Cc1ccc(C(=O)Nc2ccccc2NC(=O)OC(C)(C)C)cc1, C1CCOC1, [Li+], [OH-], O, O. Yields the product CC(C)(C)OC(=O)Nc1ccccc1NC(=O)c1ccc(C=CC(=O)O)cc1. RXN SMILES: [C:1]([CH3:2])([CH3:3])([CH3:4])[O:5][C:6](=[O:7])[NH:8][c:9]1[c:10]([NH:15][C:16](=[O:17])[c:18]2[cH:19][cH:20][c:21]([CH:24]=[CH:25][C:26](=[O:27])[O:28][CH3:29])[cH:22][cH:23]2)[cH:11][cH:12][cH:13][cH:14]1.[CH2:33]1[O:34][CH2:35][CH2:36][CH2:37]1.[Li+:31].[OH-:30].[OH2:32].[OH2:38]>>[C:1]([CH3:2])([CH3:3])([CH3:4])[O:5][C:6](=[O:7])[NH:8][c:9]1[c:10]([NH:15][C:16](=[O:17])[c:18]2[cH:19][cH:20][c:21]([CH:24]=[CH:25][C:26](=[O:27])[OH:28])[cH:22][cH:23]2)[cH:11][cH:12][cH:13][cH:14]1. The product is Cl.CC=1C(=NC(=NC1CC)N(C)C1=CC=CC=C1)N1C(C2=CC=CC=C2CC1)C (5-methyl-6-ethyl-2-(N-methylphenylamino)-4-(1-methyl-1,2,3,4-tetrahydroisoquinolin-2-yl)pyrimidine hydrochloride). Solvent: CN(C=O)C (dimethylformamide). The reactants are CNC1=CC=CC=C1 (N-methylaniline), CC=1C(=NC(=NC1CC)Cl)N1C(C2=CC=CC=C2CC1)C (5-methyl-6-ethyl-4-(1-methyl-1,2,3,4-tetrahydroisoquinolin-2-yl)-2-chloropyrimidine). RXN SMILES: [CH3:1][NH:2][C:3]1[CH:8]=[CH:7][CH:6]=[CH:5][CH:4]=1.[CH3:9][C:10]1[C:11]([N:19]2[CH2:28][CH2:27][C:26]3[C:21](=[CH:22][CH:23]=[CH:24][CH:25]=3)[CH:20]2[CH3:29])=[N:12][C:13]([Cl:18])=[N:14][C:15]=1[CH2:16][CH3:17]>CN(C)C=O>[ClH:18].[CH3:9][C:10]1[C:11]([N:19]2[CH2:28][CH2:27][C:26]3[C:21](=[CH:22][CH:23]=[CH:24][CH:25]=3)[CH:20]2[CH3:29])=[N:12][C:13]([N:2]([C:3]2[CH:8]=[CH:7][CH:6]=[CH:5][CH:4]=2)[CH3:1])=[N:14][C:15]=1[CH2:16][CH3:17] |f:3.4|. Procedure details: After N-methylaniline(0.44 ml, 4.06 mmol) was added to a mixed solution of 5-methyl-6-ethyl-4-(1-methyl-1,2,3,4-tetrahydroisoquinolin-2-yl)-2-chloropyrimidine(0.80 g, 2.65 mmol) and dimethylformamide(5 ml), 0.60 g of the titled compound was obtained in accordance with the same procedure as in Step 2 of Example 1. The yield is 55.4%. The reactants are [N+](=O)(O)[O-] (nitric acid), C1=CC=C(C=C1)CC2=CC=C(C=C2)N (4-Aminodiphenylmethane), C(C)(=O)OC(C)=O (acetic anhydride), Cl (HCl), C(C)(=O)OC(C)=O (acetic anhydride), [OH-].[Na+] (NaOH). The solvent is CCO (EtOH), O (water). Reaction conditions: time 8 hour. The product is C(C1=CC=CC=C1)C1=CC(=C(C=C1)N)[N+](=O)[O-] (4-benzyl-2-nitrobenzenamine). Reaction SMILES: [CH:1]1[CH:6]=[CH:5][C:4]([CH2:7][C:8]2[CH:13]=[CH:12][C:11]([NH2:14])=[CH:10][CH:9]=2)=[CH:3][CH:2]=1.C(OC(=O)C)(=O)C.[N+:22]([O-])([OH:24])=[O:23].Cl.[OH-].[Na+]>CCO.O>[CH2:7]([C:8]1[CH:9]=[CH:10][C:11]([NH2:14])=[C:12]([N+:22]([O-:24])=[O:23])[CH:13]=1)[C:4]1[CH:3]=[CH:2][CH:1]=[CH:6][CH:5]=1 |f:4.5|. Procedure details: 4-Aminodiphenylmethane (5.00 g, 27 mmol) was added in portions to acetic anhydride (26 mL, 273 mmol) with rapid stirring. A solid mass formed which was liberated by the addition of 15 mL additional acetic anhydride. The reaction was allowed to cool to ambient temp, and nitric acid (2.0 mL, 41 mmol) was added slowly dropwise via addition funnel over 30 min. The homogeneous red mixture was allowed to stir overnight and poured into a rapidly stirring solution of 30 mL water, 7 mL conc. HCl, and 24 ... Reactants: COc1ccc(P2(=S)SP(=S)(c3ccc(OC)cc3)S2)cc1, Cc1ccccc1, CCOC(=O)Cn1c(=O)c2ccccc2n(Cc2ccc(Cl)cc2Cl)c1=O. The product is CCOC(=O)Cn1c(=S)c2ccccc2n(Cc2ccc(Cl)cc2Cl)c1=O. As a reaction SMILES: [CH3:28][O:29][c:30]1[cH:31][cH:32][c:33]([P:34]2(=[S:37])[S:35][P:36]([c:38]3[cH:39][cH:40][c:41]([O:42][CH3:43])[cH:44][cH:45]3)(=[S:46])[S:47]2)[cH:48][cH:49]1.[CH3:50][c:51]1[cH:52][cH:53][cH:54][cH:55][cH:56]1.[Cl:1][c:2]1[c:3]([CH2:9][n:10]2[c:11](=[O:27])[n:12]([CH2:21][C:22](=[O:23])[O:24][CH2:25][CH3:26])[c:13](=[O:20])[c:14]3[cH:15][cH:16][cH:17][cH:18][c:19]23)[cH:4][cH:5][c:6]([Cl:8])[cH:7]1>>[Cl:1][c:2]1[c:3]([CH2:9][n:10]2[c:11](=[O:27])[n:12]([CH2:21][C:22](=[O:23])[O:24][CH2:25][CH3:26])[c:13](=[S:37])[c:14]3[cH:15][cH:16][cH:17][cH:18][c:19]23)[cH:4][cH:5][c:6]([Cl:8])[cH:7]1.